This data is from the Open Reaction Database (ORD), a public repository of structured organic reaction records. The task is: describe an organic reaction: reactants, conditions, products, and yield The reactants are C1CCOC1, CN1CCC(Sc2ncc(C(O[Si](C)(C)C(C)(C)C)c3cccc(F)c3)n2C)CC1, Cn1c(C(O[Si](C)(C)C(C)(C)C)c2cccc(F)c2)cnc1Cl, [H-], [Na+]. Yields the product CN1CCC(Sc2ncc(C(O)c3cccc(F)c3)n2C)CC1. Reaction SMILES: [CH2:56]1[O:57][CH2:58][CH2:59][CH2:60]1.[F:1][c:2]1[cH:3][c:4]([CH:8]([c:9]2[cH:10][n:11][c:12]([S:15][CH:16]3[CH2:17][CH2:18][N:19]([CH3:22])[CH2:20][CH2:21]3)[n:13]2[CH3:14])[O:23][Si:24]([C:25]([CH3:26])([CH3:27])[CH3:28])([CH3:29])[CH3:30])[cH:5][cH:6][cH:7]1.[F:33][c:34]1[cH:35][c:36]([CH:37]([O:38][Si:39]([C:40]([CH3:41])([CH3:42])[CH3:43])([CH3:44])[CH3:45])[c:46]2[n:47]([CH3:48])[c:49]([Cl:50])[n:51][cH:52]2)[cH:53][cH:54][cH:55]1.[H-:32].[Na+:31]>>[F:1][c:2]1[cH:3][c:4]([CH:8]([c:9]2[cH:10][n:11][c:12]([S:15][CH:16]3[CH2:17][CH2:18][N:19]([CH3:22])[CH2:20][CH2:21]3)[n:13]2[CH3:14])[OH:23])[cH:5][cH:6][cH:7]1. Starting materials: CCOC(=O)c1nc(C)ccc1Nc1cccnc1, Cc1cnc(N)s1. Product: Cc1ccc(Nc2cccnc2)c(C(=O)Nc2ncc(C)s2)n1. RXN SMILES: [CH2:1]([O:2][C:4](=[O:5])[c:6]1[n:7][c:8]([CH3:19])[cH:9][cH:10][c:11]1[NH:12][c:13]1[cH:14][n:15][cH:16][cH:17][cH:18]1)[CH3:3].[NH2:20][c:21]1[s:22][c:23]([CH3:26])[cH:24][n:25]1>>[C:4](=[O:5])([c:6]1[n:7][c:8]([CH3:19])[cH:9][cH:10][c:11]1[NH:12][c:13]1[cH:14][n:15][cH:16][cH:17][cH:18]1)[NH:20][c:21]1[s:22][c:23]([CH3:26])[cH:24][n:25]1.